This data is from the Open Reaction Database (ORD), a public repository of structured organic reaction records. The task is: describe an organic reaction: reactants, conditions, products, and yield As a reaction SMILES: [CH2:1](O)[CH2:2][CH2:3][CH2:4][CH2:5][CH2:6][CH2:7][CH2:8][CH2:9][CH2:10][CH2:11][CH2:12][CH2:13][CH2:14][CH2:15][CH2:16][CH3:17].P(Br)(Br)[Br:20]>>[Br:20][CH2:1][CH2:2][CH2:3][CH2:4][CH2:5][CH2:6][CH2:7][CH2:8][CH2:9][CH2:10][CH2:11][CH2:12][CH2:13][CH2:14][CH2:15][CH2:16][CH3:17]. Procedure details: 1-Heptadecanol (10 g, 39.1 mmol) was placed in a dry 25 ml round bottom flask attached to a reflux condenser and heated to 60° C. under a nitrogen atmosphere. Phosphorous tribromide (10 g, 39.1 mmol) was added dropwise and the resulting solution was stirred for 48 h. The reaction mixture was then cooled in an ice bath and quenched with a saturated solution of NaHCO3 (10 ml). The aqueous layer was extracted with ether (4×10 ml). The combined organic layers were dried over MgSO4, filtered and conc... Starting materials: C(CCCCCCCCCCCCCCCC)O (1-Heptadecanol), P(Br)(Br)Br (Phosphorous tribromide). Run at temperature 60 celsius, time 48 hour. Yield: 57.7%. Product: BrCCCCCCCCCCCCCCCCC (1-bromoheptadecane). Starting materials: ClC1=CC=NC2=CC(=CC=C12)Cl (4,7-dichloroquinoline), NCCCO (3-aminopropanol). The solvent is O (water). Run at temperature 135 celsius, time 24 hour. The product is ClC1=CC=C2C(=CC=NC2=C1)NCCCO (3-(7-chloroquinolin-4-ylamino)propan-1-ol). Isolated yield 90.1%. RXN SMILES: Cl[C:2]1[C:11]2[C:6](=[CH:7][C:8]([Cl:12])=[CH:9][CH:10]=2)[N:5]=[CH:4][CH:3]=1.[NH2:13][CH2:14][CH2:15][CH2:16][OH:17]>O>[Cl:12][C:8]1[CH:7]=[C:6]2[C:11]([C:2]([NH:13][CH2:14][CH2:15][CH2:16][OH:17])=[CH:3][CH:4]=[N:5]2)=[CH:10][CH:9]=1. Procedure details: A mixture of 4,7-dichloroquinoline (25.35 g, 0.128 mol) and 3-aminopropanol (120 mL, 1.57 mol) were heated with stirring at 130-140° C. for 24 hours. After cooling, the reaction mixture was poured into water (500 mL) and filtered, and the solid residue was dried then boiled in ethyl acetate (250 mL) to give the title compound (27.3 g, 90%) as an off-white solid. Reactants: OC1=CC=CC2=C(C=CC=C12)O (1,5-dihydroxynaphthalene), COC(CCl)OC (chloracetaldehyde dimethylacetal). Solvent: CC(=O)N(C)C (DMAc). Conditions: temperature 80 celsius, time 3 hour. Product: COC(COC1=CC=CC2=C(C=CC=C12)OCC(OC)OC)OC (1,5-bis-(2,2′-dimethoxyethoxy)naphthalene). The yield is 52.9%. As a reaction SMILES: [OH:1][C:2]1[C:11]2[C:6](=[C:7]([OH:12])[CH:8]=[CH:9][CH:10]=2)[CH:5]=[CH:4][CH:3]=1.[CH3:13][O:14][CH:15]([O:18][CH3:19])[CH2:16]Cl>CC(N(C)C)=O>[CH3:13][O:14][CH:15]([O:18][CH3:19])[CH2:16][O:1][C:2]1[C:11]2[C:6](=[C:7]([O:12][CH2:16][CH:15]([O:18][CH3:19])[O:14][CH3:13])[CH:8]=[CH:9][CH:10]=2)[CH:5]=[CH:4][CH:3]=1. Procedure details: 72 g (0.45 mol) 1,5-dihydroxynaphthalene are dissolved in 400 ml DMAc while heating in a three-necked flask fitted with a dropping funnel, internal thermometer, column and distillation cap. Then, at an internal temperature of 110-130° C., 178 g (1.1 mol) of a 30% solution of sodium methanolate in methanol are added dropwise and the resulting methanol is distilled off continuously via the column. When all the methanol has been transferred, 136 g (1.1 mol) chloracetaldehyde dimethylacetal is added... The reactants are C(C)(C)(C)OC(NCC1=C(C=C(C=C1)C(=O)N1C2=C(NC=3N(N=CC3C1)C)C=C(C=C2)Cl)F)=O ([4-(6-Chloro-3-methyl-4,10-dihydro-3H-2,3,4,9-tetraaza-benzo[f]azulene-9-carbonyl)-2-fluoro-benzyl]-carbamic acid tert-butyl ester), C1=CC(=CC=C1N=NC2C(=NN(C2=O)C3=CC=C(C=C3)S(=O)(=O)[O-])C(=O)[O-])S(=O)(=O)[O-].[Na+].[Na+].[Na+] (E102), N1C2=C(C(CCC1)=O)C=CC=C2 (1,2,3,4-Tetrahydro-benzo[b]azepin-5-one), Cl.O1CCOCC1 (HCl dioxan). Product: Cl.NCC1=C(C=C(C=C1)C(=O)N1C2=C(NC=3N(N=CC3C1)C)C=C(C=C2)Cl)F ((4-Aminomethyl-3-fluoro-phenyl)-(6-chloro-3-methyl-4,10-dihydro-3H-2,3,4,9-tetraaza-benzo[f]azulen-9-yl)-methanone Hydrochloride). The yield is 100.0%. Reaction SMILES: C(OC(=O)[NH:7][CH2:8][C:9]1[CH:14]=[CH:13][C:12]([C:15]([N:17]2[CH2:26][C:25]3[CH:24]=[N:23][N:22]([CH3:27])[C:21]=3[NH:20][C:19]3[CH:28]=[C:29]([Cl:32])[CH:30]=[CH:31][C:18]2=3)=[O:16])=[CH:11][C:10]=1[F:33])(C)(C)C.C1C(N=NC2C(=O)N(C3C=CC(S([O-])(=O)=O)=CC=3)N=C2C([O-])=O)=CC=C(S([O-])(=O)=O)C=1.[Na+].[Na+].[Na+].N1CCCC(=O)C2C=CC=CC1=2.Cl.O1CCOCC1>>[ClH:32].[NH2:7][CH2:8][C:9]1[CH:14]=[CH:13][C:12]([C:15]([N:17]2[CH2:26][C:25]3[CH:24]=[N:23][N:22]([CH3:27])[C:21]=3[NH:20][C:19]3[CH:28]=[C:29]([Cl:32])[CH:30]=[CH:31][C:18]2=3)=[O:16])=[CH:11][C:10]=1[F:33] |f:1.2.3.4,6.7,8.9|. Procedure details: [4-(6-Chloro-3-methyl-4,10-dihydro-3H-2,3,4,9-tetraaza-benzo[f]azulene-9-carbonyl)-2-fluoro-benzyl]-carbamic acid tert-butyl ester from Example E102.1 (503 mg, 1.03 mmol) was reacted with 4N HCl/dioxan using an analogous procedure to that described for Example E4.2 to yield the title compound (440 mg, 100%). The reactants are CC(C)=O, COS(=O)(=O)OC, Cc1cc(O)c([N+](=O)[O-])cc1OS(C)(=O)=O, [Na+], [Na+], O=C([O-])[O-], O. RXN SMILES: [CH3:1][C:2](=[O:3])[CH3:4].[CH3:27][O:28][S:29]([O:30][CH3:31])(=[O:32])=[O:33].[CH3:5][S:6](=[O:7])(=[O:8])[O:9][c:10]1[c:11]([CH3:20])[cH:12][c:13]([OH:19])[c:14]([N+:16](=[O:17])[O-:18])[cH:15]1.[Na+:21].[Na+:22].[O-:23][C:24](=[O:25])[O-:26].[OH2:34]>>[CH3:1][O:19][c:13]1[cH:12][c:11]([CH3:20])[c:10]([O:9][S:6]([CH3:5])(=[O:7])=[O:8])[cH:15][c:14]1[N+:16](=[O:17])[O-:18]. The product is COc1cc(C)c(OS(C)(=O)=O)cc1[N+](=O)[O-].